This data is from the Open Reaction Database (ORD), a public repository of structured organic reaction records. The task is: describe an organic reaction: reactants, conditions, products, and yield Reactants: IC=1C=C(N)C=CC1 (3-iodoaniline), BrC=1C(C(=CC(C1)(Br)Br)Br)=O (2,4,4,6-tetrabromo-2,5-cyclohexadienone), [OH-].[Na+] (NaOH). Run in C(Cl)Cl (CH2Cl2). Reaction conditions: temperature -10 celsius, time 4 hour. The product is BrC1=C(C=C(C=C1)N)I ((4-bromo-3-iodophenyl)amine). RXN SMILES: [I:1][C:2]1[CH:3]=[C:4]([CH:6]=[CH:7][CH:8]=1)[NH2:5].[Br:9]C1C(=O)C(Br)=CC(Br)(Br)C=1.[OH-].[Na+]>C(Cl)Cl>[Br:9][C:8]1[CH:7]=[CH:6][C:4]([NH2:5])=[CH:3][C:2]=1[I:1] |f:2.3|. Procedure: To a solution of 3-iodoaniline (12 mL, 100 mmol) in 400 mL CH2Cl2 at −10° C. was added in portions 2,4,4,6-tetrabromo-2,5-cyclohexadienone (45.1 g, 110 mmol) while maintaining an internal temperature of −10° C. After stirring for 4 hours, 150 mL of 1N NaOH was added, and the product was extracted with CH2Cl2. The combined extracts were washed with water and then brine and dried over Na2SO4. After concentration in vacuo the crude product was recrystallized with 2:1 hexanes:toluene to yield the de... The reactants are [Cu]C#N (copper(I) cyanide), BrC1=CC=C2N1C=CN=C2C (6-bromo-1-methylpyrrolo[1,2-a]pyrazine), [C-]#N.[Na+] (sodium cyanide). The solvent is CN1C(CCC1)=O (N-methylpyrrolidone). Reaction conditions: temperature 150 celsius, time 5 hour. The product is C(#N)C1=CC=C2N1C=CN=C2C (6-cyano-1-methylpyrrolo[1,2-a]pyrazine). Isolated yield 78.1%. As a reaction SMILES: Br[C:2]1[N:6]2[CH:7]=[CH:8][N:9]=[C:10]([CH3:11])[C:5]2=[CH:4][CH:3]=1.[Cu][C:13]#[N:14].[C-]#N.[Na+]>CN1CCCC1=O>[C:13]([C:2]1[N:6]2[CH:7]=[CH:8][N:9]=[C:10]([CH3:11])[C:5]2=[CH:4][CH:3]=1)#[N:14] |f:2.3|. Procedure details: To a solution of 4.3 g of 6-bromo-1-methylpyrrolo[1,2-a]pyrazine dissolved in 50 ml of N-methylpyrrolidone was added 4.5 g of copper(I) cyanide. The resulting solution was stirred at 150° C. for 5 hours, and then cooled to room temperature. To the reaction mixture was added 100 ml of sodium cyanide solution; and the resulting solution was extracted with ethyl acetate(100 ml×3). The organic layer was concentrated to dryness to obtain 2.5 g of title compound. The reactants are FC1=CC=CC=C1 (fluorobenzene), ClC1=NC=C(C(=O)Cl)C=C1 (6-chloronicotinoyl chloride). Run in CC(OCC)=O (EA). As a reaction SMILES: [F:1][C:2]1[CH:7]=[CH:6][CH:5]=[CH:4][CH:3]=1.[Cl:8][C:9]1[CH:17]=[CH:16][C:12]([C:13](Cl)=[O:14])=[CH:11][N:10]=1>CC(=O)OCC>[Cl:8][C:9]1[CH:17]=[CH:16][C:12]([C:13](=[O:14])[C:5]2[CH:6]=[CH:7][C:2]([F:1])=[CH:3][CH:4]=2)=[CH:11][N:10]=1. Reported procedure: The fluorobenzene (150 ml, 1.60 mmol) and 6-chloronicotinoyl chloride (17.7 g, 100 mmol) were converted to product in a manner substantially analogous to Preparation 1 to yield 15.2 g. (66.1%). EA, MS(FD), NMR. Yields the product ClC1=NC=C(C=C1)C(C1=CC=C(C=C1)F)=O (2-Chloro-5-(4-fluorobenzoyl)pyridine). Starting materials: COC(CN1C(C=CC2=NC=C(C=C12)C(F)(F)F)=O)OC (1-(2,2-dimethoxyethyl)-7-(trifluoromethyl)-1,5-naphthyridin-2(1H)-one), C(Cl)(Cl)Cl (chloroform). The solvent is C(C)C(=O)C (methyl ethyl ketone), Cl (hydrochloric acid). Reaction conditions: time 30 minute. Yields the product O=C1N(C2=CC(=CN=C2C=C1)C(F)(F)F)CC=O ((2-oxo-7-(trifluoromethyl)-1,5-naphthyridin-1(2H)-yl)acetaldehyde). Yield: 87.8%. Reaction SMILES: C[O:2][CH:3](OC)[CH2:4][N:5]1[C:14]2[C:9](=[N:10][CH:11]=[C:12]([C:15]([F:18])([F:17])[F:16])[CH:13]=2)[CH:8]=[CH:7][C:6]1=[O:19].C(Cl)(Cl)Cl>C(C(C)=O)C.Cl>[O:19]=[C:6]1[CH:7]=[CH:8][C:9]2[C:14](=[CH:13][C:12]([C:15]([F:18])([F:16])[F:17])=[CH:11][N:10]=2)[N:5]1[CH2:4][CH:3]=[O:2]. Procedure: To a solution of 90 mg of 1-(2,2-dimethoxyethyl)-7-(trifluoromethyl)-1,5-naphthyridin-2(1H)-one in 0.72 mL of methyl ethyl ketone, 38 μL of concentrated hydrochloric acid was added, and the mixture was heated under reflux while stirring for 1 hour 30 minutes. The reaction mixture was cooled to room temperature, thereto were added chloroform and a saturated aqueous sodium hydrogen carbonate solution, the organic layer was separated, washed with a saturated aqueous sodium chloride solution and dri... The reactants are [H-].[Na+] (sodium hydride), CC(=O)C=1C=CC=C(C1)O (3-hydroxyacetophenone), C(C1=CC=CC=C1)Br (benzyl bromide). The solvent is CN(C)C=O (DMF). Reaction conditions: time 15 minute. Product: CC(=O)C1=CC(=CC=C1)OCC2=CC=CC=C2 (3-Benzyloxyacetophenone). Yield: 97.2%. RXN SMILES: [H-].[Na+].[CH3:3][C:4]([C:6]1[CH:7]=[CH:8][CH:9]=[C:10]([OH:12])[CH:11]=1)=[O:5].[CH2:13](Br)[C:14]1[CH:19]=[CH:18][CH:17]=[CH:16][CH:15]=1>CN(C=O)C>[CH3:3][C:4]([C:6]1[CH:7]=[CH:8][CH:9]=[C:10]([O:12][CH2:13][C:14]2[CH:19]=[CH:18][CH:17]=[CH:16][CH:15]=2)[CH:11]=1)=[O:5] |f:0.1|. Reported procedure: To a mixture of sodium hydride (4.5 g of 80% mineral oil dispersion, 0.15 mol), which had been washed free of mineral oil, in DMF (25 ml) was added, dropwise with cooling, a solution of 3-hydroxyacetophenone (20.5 g, 0.15 mol) in DMF (25 ml). Upon completion of the addition, the mixture was allowed to stir at room temperature for 15 min, at which time was added benzyl bromide (25.6 g, 0.15 mol). The resulting mixture was allowed to stir at room temperature overnight, then was partitioned between... The product is C=CCNC(=S)NC1C(OC(C)=O)OC(COC(C)=O)C(OC(C)=O)C1OC(C)=O. The reactants are CC(=O)OCC1OC(OC(C)=O)C(N=C=S)C(OC(C)=O)C1OC(C)=O, CC#N, C=CCN=C=S. Reaction SMILES: [C:1]([CH3:2])(=[O:3])[O:4][CH:5]1[O:6][CH:7]([CH2:22][O:23][C:24]([CH3:25])=[O:26])[CH:8]([O:18][C:19]([CH3:20])=[O:21])[CH:9]([O:14][C:15]([CH3:16])=[O:17])[CH:10]1[N:11]=[C:12]=[S:13].[CH3:33][C:34]#[N:35].[N:27](=[C:28]=[S:29])[CH2:30][CH:31]=[CH2:32]>>[C:1]([CH3:2])(=[O:3])[O:4][CH:5]1[O:6][CH:7]([CH2:22][O:23][C:24]([CH3:25])=[O:26])[CH:8]([O:18][C:19]([CH3:20])=[O:21])[CH:9]([O:14][C:15]([CH3:16])=[O:17])[CH:10]1[NH:11][C:12](=[S:13])[NH:27][CH2:30][CH:31]=[CH2:32]. Reactants: Cl.C(C)(C)(C)NC(C1=CC=C(C=C1)C1C=2N(CCC1)C=NC2)=O (N-tert-Butyl-4-(5,6,7,8-tetrahydro-imidazo[1,5-a]pyridin-8-yl)-benzamide hydrochloride), S(=O)(Cl)Cl (thionyl chloride). The solvent is C(Cl)(Cl)Cl (chloroform). The product is C=1N=CN2C1C(CCC2)C2=CC=C(C#N)C=C2 ((rac)-4-(5,6,7,8-tetrahydro-imidazo[1,5-a]pyridin-8-yl)-benzonitrile). As a reaction SMILES: Cl.C([NH:6][C:7](=O)[C:8]1[CH:13]=[CH:12][C:11]([CH:14]2[CH2:19][CH2:18][CH2:17][N:16]3[CH:20]=[N:21][CH:22]=[C:15]23)=[CH:10][CH:9]=1)(C)(C)C.S(Cl)(Cl)=O>C(Cl)(Cl)Cl>[CH:22]1[N:21]=[CH:20][N:16]2[CH2:17][CH2:18][CH2:19][CH:14]([C:11]3[CH:10]=[CH:9][C:8]([C:7]#[N:6])=[CH:13][CH:12]=3)[C:15]=12 |f:0.1|. Procedure: A solution of 1.74 mmol of N-tert-Butyl-4-(5,6,7,8-tetrahydro-imidazo[1,5-a]pyridin-8-yl)-benzamide hydrochloride and 1.4 ml of thionyl chloride in 30 ml of chloroform is stirred under reflux for 7 hours. The reaction mixture is cooled to room temperature and evaporated. The residue is taken up in dichloromethane and mixed with saturated aqueous sodium bicarbonate solution. The organic phase is separated off and the aqueous phase is extracted with dichloromethane (2×). The combined organic phase... Reactants: C([O-])([O-])=O.[K+].[K+] (potassium carbonate), C=O (formaldehyde), ice water, C(C)C1=C(C=C(C=C1OC)C(C(=O)OC)C(C(=O)OC)=O)OC (dimethyl 2-(4-ethyl-3,5-dimethoxy-phenyl)-3-oxo-succinate), C(C)C1=C(C=C(C=C1OC)CC(=O)OC)OC (methyl (4-ethyl-3,5-dimethoxy-phenyl)-acetate), [H-].[Na+] (NaH), C(C(=O)OC)(=O)OC (dimethyl oxalate). The product is C(C)C1=C(C=C(C=C1OC)C(C(=O)OC)=C)OC (methyl 2-(4-ethyl-3,5-dimethoxy-phenyl)-acrylate). Reported procedure: c 1) A solution of 80.43 g (337.5 mmol) of methyl (4-ethyl-3,5-dimethoxy-phenyl)-acetate in 400 ml of toluene was added dropwise to a suspension of 22.1 g (506 mmol) of NaH (55% in mineral oil) in 400 ml of tetrahydrofuran and 40.86 g (346 mmol) of dimethyl oxalate and the mixture was stirred at room temperature for 65 hours. The reaction mixture was poured on to 300 ml of ice-water and washed twice with 250 ml of diethyl ether. The aqueous phase was adjusted to pH 1 with 25% HCl and extracted t... Solvent: O (water), O (water), C1(=CC=CC=C1)C (toluene), O1CCCC1 (tetrahydrofuran). Yield: 56.6%. As a reaction SMILES: C(C1C(OC)=CC(CC(OC)=O)=CC=1OC)C.[H-].[Na+].C(OC)(=O)C(OC)=O.[CH2:28]([C:30]1[C:35]([O:36][CH3:37])=[CH:34][C:33]([CH:38]([C:43](=O)C(OC)=O)[C:39]([O:41][CH3:42])=[O:40])=[CH:32][C:31]=1[O:49][CH3:50])[CH3:29].C=O.C(=O)([O-])[O-].[K+].[K+]>C1(C)C=CC=CC=1.O1CCCC1.O>[CH2:28]([C:30]1[C:35]([O:36][CH3:37])=[CH:34][C:33]([C:38](=[CH2:43])[C:39]([O:41][CH3:42])=[O:40])=[CH:32][C:31]=1[O:49][CH3:50])[CH3:29] |f:1.2,6.7.8|. Reaction conditions: time 65 hour. Starting materials: ClC=1C=C(C(=C2CCCOC12)N1C(C=2C(C1=O)=CC=CC2)=O)F (8-chloro-6-fluoro-5-phthalimido chromane), O.NN (hydrazine hydrate), ice water. Solvent: CS(=O)C (DMSO). The product is NC1=C2CCCOC2=C(C=C1F)Cl (5-amino-8-chloro-6-fluorochromane). Reaction SMILES: [Cl:1][C:2]1[CH:3]=[C:4]([F:23])[C:5]([N:12]2C(=O)C3=CC=CC=C3C2=O)=[C:6]2[C:11]=1[O:10][CH2:9][CH2:8][CH2:7]2.O.NN>CS(C)=O>[NH2:12][C:5]1[C:4]([F:23])=[CH:3][C:2]([Cl:1])=[C:11]2[C:6]=1[CH2:7][CH2:8][CH2:9][O:10]2 |f:1.2|. Procedure details: To a solution of 10.05 g of 41D in 60 mL of DMSO was added 7.58 g of hydrazine hydrate. The mixture was heated to 65°-75° C. for 3 hours, cooled, and poured into ice-water. The mixture was extracted with 3 portions of ether. The ether layer was extracted with water, brine, and dried over MgSO4 to afford 5-amino-8-chloro-6-fluorochromane (41E) as a yellow oil which solidified on standing, m.p.: 47°-50° C.